describe an organic reaction: reactants, conditions, products, and yield From a dataset of the Open Reaction Database (ORD), a public repository of structured organic reaction records. Reactants: C(C)(C)(C)C=1N=C(C=2C(N1)=NN(N2)CC)N2CC(CC2)(F)F (5-tert-Butyl-7-(3,3-difluoro-pyrrolidin-1-yl)-2-ethyl-2H-[1,2,3]triazolo[4,5-d]pyrimidine), C(C)(C)(C)C=1N=C(C2=C(N1)NN=N2)N2CC(CC2)(F)F (5-tert-butyl-7-(3,3-difluoropyrrolidin-1-yl)-3H-[1,2,3]triazolo[4,5-d]pyrimidine), BrCC1=CC(=CC=C1)Cl (1-(bromomethyl)-3-chlorobenzene). The product is C(C)(C)(C)C=1N=C(C=2C(N1)=NN(N2)CC2=CC(=CC=C2)Cl)N2CC(CC2)(F)F (5-tert-Butyl-2-(3-chloro-benzyl)-7-(3,3-difluoro-pyrrolidin-1-yl)-2H-[1,2,3]triazolo[4,5-d]pyrimidine), solid. The yield is 29.0%. Reaction SMILES: [C:1]([C:5]1[N:6]=[C:7]([N:16]2[CH2:20][CH2:19][C:18]([F:22])([F:21])[CH2:17]2)[C:8]2[C:9](=[N:11][N:12]([CH2:14][CH3:15])[N:13]=2)[N:10]=1)([CH3:4])([CH3:3])[CH3:2].C(C1N=C(N2CCC(F)(F)C2)C2N=NNC=2N=1)(C)(C)C.Br[CH2:44][C:45]1C=C[CH:48]=[C:47]([Cl:51])[CH:46]=1>>[C:1]([C:5]1[N:6]=[C:7]([N:16]2[CH2:20][CH2:19][C:18]([F:21])([F:22])[CH2:17]2)[C:8]2[C:9](=[N:11][N:12]([CH2:14][C:15]3[CH:44]=[CH:45][CH:46]=[C:47]([Cl:51])[CH:48]=3)[N:13]=2)[N:10]=1)([CH3:2])([CH3:3])[CH3:4]. Procedure details: In analogy to the procedure described for the synthesis of 5-tert-butyl-7-(3,3-difluoro-pyrrolidin-1-yl)-2-ethyl-2H-[1,2,3]triazolo[4,5-d]pyrimidine (example 3, step b), the title compound was prepared from 5-tert-butyl-7-(3,3-difluoropyrrolidin-1-yl)-3H-[1,2,3]triazolo[4,5-d]pyrimidine and 1-(bromomethyl)-3-chlorobenzene and isolated as white solid (4.8 mg, 29%). MS (m/e): 407.4 (MH+). Yield: 78.5%. Run at time 8 hour. The product is NC1=C(C(=NC(=C1F)CC)C(=O)O)Cl (4-amino-3-chloro-6-ethyl-5-fluoropyridine-2-carboxylic acid). Solvent: O (water), O1CCCC1 (tetrahydrofuran). Procedure: A solution of lithium hydroxide (0.49 g, 11.73 mmol) in water (25 mL) was added to a solution of methyl 4-amino-3-chloro-6-ethyl-5-fluoropyridine-2-carboxylate (1.36 g, 5.86 mmol) in tetrahydrofuran (25 mL). The mixture was vigorously stirred at room temperature overnight and was then concentrated to half volume. After adding water the reaction mixture was washed once with ethyl acetate to remove unreacted starting material. The aqueous layer was then acidified to pH<3 with 1N HCl, concentrated ... RXN SMILES: [OH-].[Li+].[NH2:3][C:4]1[C:9]([F:10])=[C:8]([CH2:11][CH3:12])[N:7]=[C:6]([C:13]([O:15]C)=[O:14])[C:5]=1[Cl:17]>O.O1CCCC1>[NH2:3][C:4]1[C:9]([F:10])=[C:8]([CH2:11][CH3:12])[N:7]=[C:6]([C:13]([OH:15])=[O:14])[C:5]=1[Cl:17] |f:0.1|. Reactants: [OH-].[Li+] (lithium hydroxide), NC1=C(C(=NC(=C1F)CC)C(=O)OC)Cl (methyl 4-amino-3-chloro-6-ethyl-5-fluoropyridine-2-carboxylate). Starting materials: [Cl-].[NH4+] (ammonium chloride), N (ammonia), [Li] (lithium), cholesta-3,5-diene-1α,3β-diol dilithium salt, O1[C@H]2[C@@H]1C(C=C1C=C[C@H]3[C@@H]4CC[C@H]([C@@H](CCCC(C)C)C)[C@]4(CC[C@@H]3[C@@]21C)C)=O (1α,2α-epoxycholesta-4,6-dien-3-one), [Cl-].[NH4+] (ammonium chloride), [Li] (lithium), N (ammonia), [Li] (lithium), [Li] (lithium), [Cl-].[NH4+] (ammonium chloride). Run in CCOCC (ether), liquid, CCOCC (ether). Conditions: time 15 minute. Product: O[C@H]1C[C@@H](CC2=CC[C@H]3[C@@H]4CC[C@H]([C@@H](CCCC(C)C)C)[C@]4(CC[C@@H]3[C@@]12C)C)O (1α-hydroxycholesterol). Isolated yield 81.2%. Reaction SMILES: [O:1]1[C@H:3]2[C:4](=[O:29])[CH:5]=[C:6]3[C@:26]([CH3:27])([C@@H:2]12)[C@@H:25]1[C@H:9]([C@H:10]2[C@:22]([CH3:28])([CH2:23][CH2:24]1)[C@@H:13]([C@H:14]([CH3:21])[CH2:15][CH2:16][CH2:17][CH:18]([CH3:20])[CH3:19])[CH2:12][CH2:11]2)[CH:8]=[CH:7]3.[Li].N.[Cl-].[NH4+]>CCOCC>[OH:1][C@@H:2]1[C@@:26]2([CH3:27])[C:6](=[CH:7][CH2:8][C@@H:9]3[C@@H:25]2[CH2:24][CH2:23][C@@:22]2([CH3:28])[C@H:10]3[CH2:11][CH2:12][C@@H:13]2[C@H:14]([CH3:21])[CH2:15][CH2:16][CH2:17][CH:18]([CH3:20])[CH3:19])[CH2:5][C@@H:4]([OH:29])[CH2:3]1 |f:3.4,^1:29|. Reported procedure: A solution of 3.0 g (1 equivalent) of 1α,2α-epoxycholesta-4,6-dien-3-one in 200 ml of absolute ether is added dropwise within 45 minutes with stirring in an argon atmosphere at -31° C. to -33° C. to a solution of 210 mg (4 equivalents) of lithium in 300 ml of liquid ammonia, the liquid ammonia having been dried over sodium and distilled. As soon as the resulting mixture becomes light blue in colour the dropwise addition is quickly interrupted and 52.5 mg (1 equivalent) of lithium are added. Afte... The reactants are C=C(C)CNCC, CO[SiH](OC)OC, [Pt]. Product: CCNCC(C)C[Si](OC)(OC)OC. Reaction SMILES: [CH2:1]([CH3:2])[NH:3][CH2:4][C:5]([CH3:6])=[CH2:7].[CH3:8][O:9][SiH:10]([O:11][CH3:12])[O:13][CH3:14].[Pt:15]>>[CH2:1]([CH3:2])[NH:3][CH2:4][CH:5]([CH3:6])[CH2:7][Si:10]([O:9][CH3:8])([O:11][CH3:12])[O:13][CH3:14]. Starting materials: [Br-], O=C([O-])[O-], CCCC[N+](CCCC)(CCCC)CCCC, CCOC(C)=O, CC(C)(NC(=O)Cn1cc(-c2ccc(Cl)cc2)[nH]c1=O)c1cccc(C(F)(F)F)c1, FC(F)(F)C1CO1, [K+], [K+], CN(C)C=O. The product is CC(C)(NC(=O)Cn1cc(-c2ccc(Cl)cc2)n(CC(O)C(F)(F)F)c1=O)c1cccc(C(F)(F)F)c1. As a reaction SMILES: [Br-:44].[C:31](=[O:32])([O-:33])[O-:34].[CH2:45]([N+:46]([CH2:47][CH2:48][CH2:49][CH3:50])([CH2:51][CH2:52][CH2:53][CH3:54])[CH2:55][CH2:56][CH2:57][CH3:58])[CH2:59][CH2:60][CH3:61].[CH3:67][CH2:68][O:69][C:70](=[O:71])[CH3:72].[Cl:1][c:2]1[cH:3][cH:4][c:5](-[c:8]2[nH:9][c:10](=[O:30])[n:11]([CH2:13][C:14](=[O:15])[NH:16][C:17]([CH3:18])([c:19]3[cH:20][c:21]([C:25]([F:26])([F:27])[F:28])[cH:22][cH:23][cH:24]3)[CH3:29])[cH:12]2)[cH:6][cH:7]1.[F:37][C:38]([CH:39]1[CH2:40][O:41]1)([F:42])[F:43].[K+:35].[K+:36].[O:62]=[CH:63][N:64]([CH3:65])[CH3:66]>>[Cl:1][c:2]1[cH:3][cH:4][c:5](-[c:8]2[n:9]([CH2:40][CH:39]([C:38]([F:37])([F:42])[F:43])[OH:41])[c:10](=[O:30])[n:11]([CH2:13][C:14](=[O:15])[NH:16][C:17]([CH3:18])([c:19]3[cH:20][c:21]([C:25]([F:26])([F:27])[F:28])[cH:22][cH:23][cH:24]3)[CH3:29])[cH:12]2)[cH:6][cH:7]1. Reactants: COC1=CC2=CC=CC=C2NC3=CC=CC=C31 (10-methoxyiminostilbene), C(C1=CC=CC=C1)(=O)O (benzoic acid), [O-]C#N.[Na+] (sodium cyanate). The solvent is C1(=CC=CC=C1)C (toluene). Yields the product C=1C=CC2=C(C1)CC(=O)C=3C=CC=CC3N2C(=O)N (oxcarbazepine). Isolated yield 40.7%. Reaction SMILES: C[O:2][C:3]1[C:17]2[C:12](=[CH:13][CH:14]=[CH:15][CH:16]=2)[NH:11][C:10]2[C:5](=[CH:6][CH:7]=[CH:8][CH:9]=2)[CH:4]=1.C(O)(=O)C1C=CC=CC=1.[O-:27][C:28]#[N:29].[Na+]>C1(C)C=CC=CC=1>[CH:7]1[CH:8]=[CH:9][C:10]2[N:11]([C:28]([NH2:29])=[O:27])[C:12]3[CH:13]=[CH:14][CH:15]=[CH:16][C:17]=3[C:3](=[O:2])[CH2:4][C:5]=2[CH:6]=1 |f:2.3|. Procedure details: A mixture of 100 gms of 10-methoxyiminostilbene in 2000 mL of toluene containing 274 gms of benzoic acid and 370 gms of sodium cyanate were heated to reflux temperature under stirring and maintained for 12 hours. The reaction mixture was then cooled to room temperature and filtered. The clear toluene filtrate was washed with 5% sodium carbonate solution followed by water. The toluene layer was then added to 1000 mL of 2N hydrochloric acid and the mixture was heated at 75-90° C. for a period of 2...